This data is from the Open Reaction Database (ORD), a public repository of structured organic reaction records. The task is: describe an organic reaction: reactants, conditions, products, and yield Starting materials: CI, O=c1c2ccc(C(F)(F)F)cc2nc2[nH]c3ccccc3n12. Yields the product Cn1c2ccccc2n2c(=O)c3ccc(C(F)(F)F)cc3nc12. Reaction SMILES: [CH3:23][I:24].[F:1][C:2]([c:3]1[cH:4][cH:5][c:6]2[c:7](=[O:20])[n:8]3[c:9]([n:10][c:11]2[cH:12]1)[nH:13][c:14]1[c:15]3[cH:16][cH:17][cH:18][cH:19]1)([F:21])[F:22]>>[F:1][C:2]([c:3]1[cH:4][cH:5][c:6]2[c:7](=[O:20])[n:8]3[c:9]([n:10][c:11]2[cH:12]1)[n:13]([CH3:23])[c:14]1[c:15]3[cH:16][cH:17][cH:18][cH:19]1)([F:21])[F:22]. Starting materials: OC12CC3CC(C1)CC(NC(c1ccccc1)(c1ccccc1)c1ccccc1)(C3)C2, C1CCOC1, CO, BrCc1ccc(-c2nc3ccccc3o2)cc1. The product is c1ccc(C(NC23CC4CC(C2)CC(OCc2ccc(-c5nc6ccccc6o5)cc2)(C4)C3)(c2ccccc2)c2ccccc2)cc1. RXN SMILES: [C:1]([c:2]1[cH:3][cH:4][cH:5][cH:6][cH:7]1)([c:8]1[cH:9][cH:10][cH:11][cH:12][cH:13]1)([c:14]1[cH:15][cH:16][cH:17][cH:18][cH:19]1)[NH:20][C:21]12[CH2:22][C:23]3([OH:31])[CH2:24][CH:25]([CH2:26][CH:27]([CH2:28]1)[CH2:29]3)[CH2:30]2.[CH2:51]1[O:52][CH2:53][CH2:54][CH2:55]1.[CH3:49][OH:50].[o:32]1[c:33](-[c:41]2[cH:42][cH:43][c:44]([CH2:45][Br:46])[cH:47][cH:48]2)[n:34][c:35]2[c:36]1[cH:37][cH:38][cH:39][cH:40]2>>[C:1]([c:2]1[cH:3][cH:4][cH:5][cH:6][cH:7]1)([c:8]1[cH:9][cH:10][cH:11][cH:12][cH:13]1)([c:14]1[cH:15][cH:16][cH:17][cH:18][cH:19]1)[NH:20][C:21]12[CH2:22][C:23]3([O:31][CH2:45][c:44]4[cH:43][cH:42][c:41](-[c:33]5[o:32][c:36]6[c:35]([n:34]5)[cH:40][cH:39][cH:38][cH:37]6)[cH:48][cH:47]4)[CH2:24][CH:25]([CH2:26][CH:27]([CH2:28]1)[CH2:29]3)[CH2:30]2. Starting materials: OCCN1CCNCC1 (1-(2-hydroxyethyl)piperazine), aqueous solution, Cl.C(C)Cl (ethyl chloride hydrochloride), [OH-].[Na+] (NaOH). Run in O (water). Reaction conditions: time 18 hour. Yields the product Cl.Cl.Cl.C(C)N(CCN1CCN(CC1)CCO)CC (4-(2-Diethylaminoethyl)-1-(2-hydroxyethyl)piperazine trihydrochloride). Isolated yield 51.0%. As a reaction SMILES: [OH:1][CH2:2][CH2:3][N:4]1[CH2:9][CH2:8][NH:7][CH2:6][CH2:5]1.[ClH:10].[CH2:11]([Cl:13])[CH3:12].[OH-].[Na+]>O>[ClH:13].[ClH:10].[ClH:13].[CH2:3]([N:4]([CH2:11][CH3:12])[CH2:5][CH2:6][N:7]1[CH2:8][CH2:9][N:4]([CH2:3][CH2:2][OH:1])[CH2:5][CH2:6]1)[CH3:2] |f:1.2,3.4,6.7.8.9|. Procedure details: To a stirred solution of 76.0 g (0.58 mol) of 1-(2-hydroxyethyl)piperazine in 200 ml of water was added dropwise 201.0 g (0.58 mol) of a 50% aqueous solution of 2-diethylamino)ethyl chloride hydrochloride. The pH was maintained at 10 by addition of 25% NaOH while the solution was stirred for 18 hours. Water was removed to give a thick oil which was extracted with ethanol. The ethanolic solution was filtered, then the ethanol was removed. The resulting liquid was distilled to give 67.7 g (51%) (b... Starting materials: Cl.ClC1=C(C=C(C=C1)Cl)NN (2,5-Dichlorophenylhydrazine hydrochloride), C(C=C)(=O)N (acrylamide), [Na] (sodium). The solvent is C(C)O (ethanol), C1(=CC=CC=C1)C (toluene). The product is ClC1=C(C=C(C=C1)Cl)N1NC(CC1)=O (1-(2,5-dichlorophenyl)-3-pyrazolidone). As a reaction SMILES: Cl.[Cl:2][C:3]1[CH:8]=[CH:7][C:6]([Cl:9])=[CH:5][C:4]=1[NH:10][NH2:11].[C:12](N)(=[O:15])[CH:13]=[CH2:14].[Na]>C(O)C.C1(C)C=CC=CC=1>[Cl:2][C:3]1[CH:8]=[CH:7][C:6]([Cl:9])=[CH:5][C:4]=1[N:10]1[CH2:14][CH2:13][C:12](=[O:15])[NH:11]1 |f:0.1,^1:16|. Procedure details: 2,5-Dichlorophenylhydrazine hydrochloride (240 g, 1.1 mol) and acrylamide (100 g, 1.4 mol) is refluxed in a solution of sodium (56 g, 2.4 mol) in ethanol (1000 ml) and toluene (1000 ml) for 3 hours. Evaporation of the solvents, acidification with acetic acid dilution with water, filtration and drying (high vacuum, +100° C.) gives the 1-(2,5-dichlorophenyl)-3-pyrazolidone. The reactants are TEA, BrCC(=O)OCC (ethyl 2-bromoacetate), ClC1=C(COC2=CC3=C(C(CO3)N)C=C2)C=CC(=C1)Cl (6-((2,4-dichlorobenzyl)oxy)-2,3-dihydro-1-benzofuran-3-amine). The solvent is C1CCOC1 (THF). Reaction conditions: time 4 hour. Product: ClC1=C(COC2=CC3=C(C(CO3)NCC(=O)OCC)C=C2)C=CC(=C1)Cl (Ethyl N-(6-((2,4-dichlorobenzyl)oxy)-2,3-dihydro-1-benzofuran-3-yl)glycinate). Reaction SMILES: [Cl:1][C:2]1[CH:19]=[C:18]([Cl:20])[CH:17]=[CH:16][C:3]=1[CH2:4][O:5][C:6]1[CH:15]=[CH:14][C:9]2[CH:10]([NH2:13])[CH2:11][O:12][C:8]=2[CH:7]=1.Br[CH2:22][C:23]([O:25][CH2:26][CH3:27])=[O:24]>C1COCC1>[Cl:1][C:2]1[CH:19]=[C:18]([Cl:20])[CH:17]=[CH:16][C:3]=1[CH2:4][O:5][C:6]1[CH:15]=[CH:14][C:9]2[CH:10]([NH:13][CH2:22][C:23]([O:25][CH2:26][CH3:27])=[O:24])[CH2:11][O:12][C:8]=2[CH:7]=1. Procedure details: The mixture of 6-((2,4-dichlorobenzyl)oxy)-2,3-dihydro-1-benzofuran-3-amine (127.3 mg) and THF (4.0 mL) were added TEA (0.172 mL) and ethyl 2-bromoacetate (0.055 mL) at 0° C. The mixture was stirred at room temperature for 4 h. The mixture was quenched with water and extracted with EtOAc. The combined organic layer was washed with brine, dried over MgSO4, and concentrated in vacuo. The residue was purified by silica gel column chromatography (EtOAc/hexane) to give the title compound (32.0 mg).